This data is from the Open Reaction Database (ORD), a public repository of structured organic reaction records. The task is: describe an organic reaction: reactants, conditions, products, and yield Starting materials: O=C1CCC(=O)N1Br, CCOC(C)=O, Cc1cccc2c1CC(=O)N2, CCCCCC, CC#N. Yields the product Cc1c(Br)ccc2c1CC(=O)N2. Reaction SMILES: [Br:12][N:13]1[C:14](=[O:15])[CH2:16][CH2:17][C:18]1=[O:19].[C:26]([O:27][CH2:28][CH3:29])(=[O:30])[CH3:31].[CH3:1][c:2]1[c:3]2[c:7]([cH:8][cH:9][cH:10]1)[NH:6][C:5](=[O:11])[CH2:4]2.[CH3:20][CH2:21][CH2:22][CH2:23][CH2:24][CH3:25].[CH3:32][C:33]#[N:34]>>[CH3:1][c:2]1[c:3]2[c:7]([cH:8][cH:9][c:10]1[Br:12])[NH:6][C:5](=[O:11])[CH2:4]2. Starting materials: CNC(=O)CCl, [K+], [K+], O=C([O-])[O-], CN(C)C=O, CCOC(=O)CC1OB(O)c2cc(O)cc(C)c21. Yields the product CCOC(=O)CC1OB(O)c2cc(OCC(=O)NC)cc(C)c21. As a reaction SMILES: [Cl:25][CH2:26][C:27](=[O:28])[NH:29][CH3:30].[K+:19].[K+:20].[O-:21][C:22]([O-:23])=[O:24].[O:31]=[CH:32][N:33]([CH3:34])[CH3:35].[OH:1][B:2]1[O:3][CH:4]([CH2:13][C:14](=[O:15])[O:16][CH2:17][CH3:18])[c:5]2[c:6]1[cH:7][c:8]([OH:12])[cH:9][c:10]2[CH3:11]>>[OH:1][B:2]1[O:3][CH:4]([CH2:13][C:14](=[O:15])[O:16][CH2:17][CH3:18])[c:5]2[c:6]1[cH:7][c:8]([O:12][CH2:26][C:27](=[O:28])[NH:29][CH3:30])[cH:9][c:10]2[CH3:11].